This data is from the Open Reaction Database (ORD), a public repository of structured organic reaction records. The task is: describe an organic reaction: reactants, conditions, products, and yield The reactants are [N-]=[N+]=[N-].[Na+] (sodium azide), N1=C(C=CC=C1C)C (2,6-lutidine), FC(S(=O)(=O)OS(=O)(=O)C(F)(F)F)(F)F (trifluoromethanesulfonic anhydride), C[C@H]1CC(=O)O[C@@H]1CO (2,3-dideoxy-3-C-methyl-D-erythro-pentono-1,4-lactone). Run in C(Cl)Cl (methylene chloride), C(C)(=O)OCC (ethyl acetate), C(Cl)Cl (methylene chloride). Conditions: temperature 0 celsius, time 30 minute. The product is N(=[N+]=[N-])C[C@@H]1[C@H](CC(=O)O1)C (5-Azido-2,3,5-trideoxy-3-C-methyl-D-erythro-pentono-1,4-lactone). As a reaction SMILES: [CH3:1][C@@H:2]1[C@@H:7]([CH2:8]O)[O:6][C:4](=[O:5])[CH2:3]1.N1C(C)=CC=CC=1C.FC(F)(F)S(OS(C(F)(F)F)(=O)=O)(=O)=O.[N-:33]=[N+:34]=[N-:35].[Na+]>C(Cl)Cl.C(OCC)(=O)C>[N:33]([CH2:8][C@H:7]1[O:6][C:4](=[O:5])[CH2:3][C@@H:2]1[CH3:1])=[N+:34]=[N-:35] |f:3.4|. Procedure details: To a solution of 2,3-dideoxy-3-C-methyl-D-erythro-pentono-1,4-lactone (490 mg, 3.76 mmol) in methylene chloride (10 mL) cooled in an ice-bath were added 2,6-lutidine (501 mL, 4.30 mmol) and trifluoromethanesulfonic anhydride (682 mL, 4.05 mmol). The reaction mixture was stirred at 0° C. for 30 minutes, diluted with methylene chloride, washed with water, 2N hydrochloric acid, saturated sodium hydrogencarbonate solution, saturated brine solution, dried (Na2SO4), and evaporated. The crude product w...